From a dataset of the Open Reaction Database (ORD), a public repository of structured organic reaction records. describe an organic reaction: reactants, conditions, products, and yield Starting materials: solution, NC=1NC2=C(N1)C=CC=C2 (2-aminobenzimidazole), C=1C=CC2=C(C1)N=NN2O (HOBt), CN(C=1C=C(C(=O)N[C@H]([C@H](C(=O)O)OC2OCCCC2)CC2=CC=CC=C2)C=C(C1)C(=O)N[C@H](C)C1=CC=CC=C1)S(=O)(=O)C ((2R,3S)-3-{[3-[methyl(methylsulfonyl)amino]-5-({[(1R)-1-phenylethyl]amino}carbonyl)benzoyl]amino}-4-phenyl-2-(tetrahydro-2H-pyran-2-yloxy)butanoic acid), Example 27, O (H2O), polystyrene. Reagents/catalysts: CN(C1=CC=NC=C1)C (4-(dimethylamino)pyridine). The solvent is CN(C=O)C (N,N-dimethylformamide). Run at time 8 hour. Yields the product C(C1=CC=CC=C1)[C@@H]([C@H](C(=O)NC1=NC2=C(N1)C=CC=C2)O)NC(C2=CC(C(=O)N[C@H](C)C1=CC=CC=C1)=CC(=C2)N(S(=O)(=O)C)C)=O (N-[(1S,2R)-1-Benzyl-2-hydroxy-3-(1H-benzimidazol-2-ylamino)-3-oxopropyl]-5-[methyl(methylsulfonyl)amino]-N′-[(1R)-1-phenylethyl]-isophthalamide). Yield: 48.0%. Reaction SMILES: [CH3:1][N:2]([S:42]([CH3:45])(=[O:44])=[O:43])[C:3]1[CH:4]=[C:5]([CH:28]=[C:29]([C:31]([NH:33][C@@H:34]([C:36]2[CH:41]=[CH:40][CH:39]=[CH:38][CH:37]=2)[CH3:35])=[O:32])[CH:30]=1)[C:6]([NH:8][C@@H:9]([CH2:21][C:22]1[CH:27]=[CH:26][CH:25]=[CH:24][CH:23]=1)[C@@H:10]([O:14]C1CCCCO1)[C:11]([OH:13])=O)=[O:7].[NH2:46][C:47]1[NH:48][C:49]2[CH:55]=[CH:54][CH:53]=[CH:52][C:50]=2[N:51]=1.C1C=CC2N(O)N=NC=2C=1.O>CN(C)C1C=CN=CC=1.CN(C)C=O>[CH2:21]([C@H:9]([NH:8][C:6](=[O:7])[C:5]1[CH:4]=[C:3]([N:2]([CH3:1])[S:42]([CH3:45])(=[O:44])=[O:43])[CH:30]=[C:29]([C:31]([NH:33][C@@H:34]([C:36]2[CH:37]=[CH:38][CH:39]=[CH:40][CH:41]=2)[CH3:35])=[O:32])[CH:28]=1)[C@@H:10]([OH:14])[C:11]([NH:46][C:47]1[NH:51][C:50]2[CH:52]=[CH:53][CH:54]=[CH:55][C:49]=2[N:48]=1)=[O:13])[C:22]1[CH:27]=[CH:26][CH:25]=[CH:24][CH:23]=1. Reported procedure: To a 2 mL solution of (2R,3S)-3-{[3-[methyl(methylsulfonyl)amino]-5-({[(1R)-1-phenylethyl]amino}carbonyl)benzoyl]amino}-4-phenyl-2-(tetrahydro-2H-pyran-2-yloxy)butanoic acid obtained in Reference Example 27 64 mg (0.1 mmol), 2-aminobenzimidazole 27 mg (0.2 mmol), HOBt.H2O 31 mg (0.2 mmol) and 4-(dimethylamino)pyridine 2.4 mg (0.02 mmol) in N,N-dimethylformamide was added a polystyrene-supported carbodiimide (1.38 mmol/g) 181 mg (equivalent to carbodiimide 0.25 mmol) and the mixture was shaken ov... Starting materials: COC(=O)CCCCCN1CCC(CN(C(=O)OC(C)(C)C)C(C)c2cccc3ccccc23)C(c2cccc(F)c2)C1, CO, Cl, [Na+], [OH-]. Yields the product CC(c1cccc2ccccc12)N(CC1CCN(CCCCCC(=O)O)CC1c1cccc(F)c1)C(=O)OC(C)(C)C. Reaction SMILES: [C:1]([CH3:2])([CH3:3])([CH3:4])[O:5][C:6](=[O:7])[N:8]([CH:9]([CH3:10])[c:11]1[cH:12][cH:13][cH:14][c:15]2[cH:16][cH:17][cH:18][cH:19][c:20]12)[CH2:21][CH:22]1[CH:23]([c:37]2[cH:38][c:39]([F:43])[cH:40][cH:41][cH:42]2)[CH2:24][N:25]([CH2:28][CH2:29][CH2:30][CH2:31][CH2:32][C:33](=[O:34])[O:35][CH3:36])[CH2:26][CH2:27]1.[CH3:47][OH:48].[ClH:46].[Na+:45].[OH-:44]>>[C:1]([CH3:2])([CH3:3])([CH3:4])[O:5][C:6](=[O:7])[N:8]([CH:9]([CH3:10])[c:11]1[cH:12][cH:13][cH:14][c:15]2[cH:16][cH:17][cH:18][cH:19][c:20]12)[CH2:21][CH:22]1[CH:23]([c:37]2[cH:38][c:39]([F:43])[cH:40][cH:41][cH:42]2)[CH2:24][N:25]([CH2:28][CH2:29][CH2:30][CH2:31][CH2:32][C:33](=[O:34])[OH:35])[CH2:26][CH2:27]1. Starting materials: [BH4-], CS(=O)(=O)Cl, [Na+], O=Cc1nccs1. As a reaction SMILES: [BH4-:8].[CH3:10][S:11]([Cl:12])(=[O:13])=[O:14].[Na+:9].[s:1]1[c:2]([CH:6]=[O:7])[n:3][cH:4][cH:5]1>>[s:1]1[c:2]([CH2:6][O:7][S:11]([CH3:10])(=[O:13])=[O:14])[n:3][cH:4][cH:5]1. The product is CS(=O)(=O)OCc1nccs1. Starting materials: O (Water), [H-].[Na+] (Sodium hydride), C1(=CC=CC=C1)C1=NNC2=CC(=CC=C12)C(F)(F)F (3-phenyl-6-(trifluoromethyl)-1H-indazole), BrCC=1SC=C(N1)C(=O)OCC (ethyl 2-bromomethylthiazole-4-carboxylate). Run in CN(C=O)C (N,N-dimethylformamide). Run at time 5 minute. The product is C1(=CC=CC=C1)C1=NN(C2=CC(=CC=C12)C(F)(F)F)CC=1SC=C(N1)C(=O)OCC (Ethyl 2-[{3-phenyl-6-(trifluoromethyl)-1H-indazol-1-yl}methyl]thiazole-4-carboxylate). The yield is 10.9%. Reaction SMILES: [H-].[Na+].[C:3]1([C:9]2[C:17]3[C:12](=[CH:13][C:14]([C:18]([F:21])([F:20])[F:19])=[CH:15][CH:16]=3)[NH:11][N:10]=2)[CH:8]=[CH:7][CH:6]=[CH:5][CH:4]=1.Br[CH2:23][C:24]1[S:25][CH:26]=[C:27]([C:29]([O:31][CH2:32][CH3:33])=[O:30])[N:28]=1.O>CN(C)C=O>[C:3]1([C:9]2[C:17]3[C:12](=[CH:13][C:14]([C:18]([F:20])([F:21])[F:19])=[CH:15][CH:16]=3)[N:11]([CH2:23][C:24]3[S:25][CH:26]=[C:27]([C:29]([O:31][CH2:32][CH3:33])=[O:30])[N:28]=3)[N:10]=2)[CH:4]=[CH:5][CH:6]=[CH:7][CH:8]=1 |f:0.1|. Reported procedure: Sodium hydride (added with 40% mineral oil, 20 mg, manufacture by Kanto Chemical Co., Inc.) was added to a solution of 3-phenyl-6-(trifluoromethyl)-1H-indazole (40 mg), which had been synthesized in Reference Example 18 according to the methods of Reference Examples 8 and 9, in N,N-dimethylformamide (1 mL, manufactured by Kanto Chemical Co., Inc.) under ice cooling, and the mixture was stirred for 5 minutes at the same temperature. Subsequently, ethyl 2-bromomethylthiazole-4-carboxylate (114 mg)... RXN SMILES: [C:1]([O:4][C:5]1[C:6]([CH3:29])=[C:7]2[C:12](=[C:13]([CH3:16])[C:14]=1[CH3:15])[O:11][C:10]([CH3:28])([CH2:17][O:18][C:19]1[CH:24]=[CH:23][C:22]([N+:25]([O-])=O)=[CH:21][CH:20]=1)[CH2:9][CH2:8]2)(=[O:3])[CH3:2].[H][H]>CO.C1C=CC=CC=1.C(OCC)(=O)C.[Pd]>[C:1]([O:4][C:5]1[C:6]([CH3:29])=[C:7]2[C:12](=[C:13]([CH3:16])[C:14]=1[CH3:15])[O:11][C:10]([CH2:17][O:18][C:19]1[CH:20]=[CH:21][C:22]([NH2:25])=[CH:23][CH:24]=1)([CH3:28])[CH2:9][CH2:8]2)(=[O:3])[CH3:2]. Product: C(C)(=O)OC=1C(=C2CCC(OC2=C(C1C)C)(C)COC1=CC=C(C=C1)N)C (6-acetoxy-2-(4-aminophenoxymethyl)-2,5,7,8-tetramethylchroman). Reagents/catalysts: [Pd] (palladium-on-carbon). The solvent is C(C)(=O)OCC (ethyl acetate), CO (methanol), C1=CC=CC=C1 (benzene). Procedure: 24.3 g of 6-acetoxy-2,5,7,8-tetramethyl-2-(4-nitrophenoxymethyl)chroman were dissolved in a mixture of 200 ml of methanol and 20 ml of benzene and reacted for 3 hours under a hydrogen pressure of 45-55 lb/sq. inch (3.1-3.8 bars), using Pearl's hydrogen adding apparatus, in the presence of 7 g of 10% w/w palladium-on-carbon. The palladium-on-carbon was removed by filtration from the reaction mixture and washed with a mixture of 600 ml of acetone and 60 ml of concentrated hydrochloric acid. The fi... The reactants are C(C)(=O)OC=1C(=C2CCC(OC2=C(C1C)C)(COC1=CC=C(C=C1)[N+](=O)[O-])C)C (6-acetoxy-2,5,7,8-tetramethyl-2-(4-nitrophenoxymethyl)chroman), [H][H] (hydrogen). Reactants: CCOC(=O)CBr, CCO, Cc1c[nH]cn1. Product: CCOC(=O)Cn1cnc(C)c1. As a reaction SMILES: [Br:7][CH2:8][C:9](=[O:10])[O:11][CH2:12][CH3:13].[CH3:14][CH2:15][OH:16].[CH3:1][c:2]1[n:3][cH:4][nH:5][cH:6]1>>[CH3:1][c:2]1[n:3][cH:4][n:5]([CH2:8][C:9](=[O:10])[O:11][CH2:12][CH3:13])[cH:6]1. Starting materials: CN1N=C(C(=C1)C1=CC=NC=C1)C1=CC=C(OCC2=NC3=CC=CC=C3C=C2)C=C1 (2-[4-(1-Methyl-4-pyridin-4-yl-1H-pyrazol-3-yl)-phenoxymethyl]-quinoline), C(C)(C)NN (isopropyl hydrazine). Product: C(C)(C)N1N=CC(=C1C1=CC=C(OCC2=NC3=CC=CC=C3C=C2)C=C1)C1=CC=NC=C1 (2-[4-(2-Isopropyl-4-pyridin-4-yl-2H-pyrazol-3-yl)-phenoxymethyl]-quinoline). As a reaction SMILES: C[N:2]1[CH:6]=[C:5]([C:7]2[CH:12]=[CH:11][N:10]=[CH:9][CH:8]=2)[C:4]([C:13]2[CH:30]=[CH:29][C:16]([O:17][CH2:18][C:19]3[CH:28]=[CH:27][C:26]4[C:21](=[CH:22][CH:23]=[CH:24][CH:25]=4)[N:20]=3)=[CH:15][CH:14]=2)=[N:3]1.[CH:31](NN)([CH3:33])[CH3:32]>>[CH:31]([N:3]1[C:4]([C:13]2[CH:14]=[CH:15][C:16]([O:17][CH2:18][C:19]3[CH:28]=[CH:27][C:26]4[C:21](=[CH:22][CH:23]=[CH:24][CH:25]=4)[N:20]=3)=[CH:29][CH:30]=2)=[C:5]([C:7]2[CH:12]=[CH:11][N:10]=[CH:9][CH:8]=2)[CH:6]=[N:2]1)([CH3:33])[CH3:32]. Procedure details: Following the procedure for the preparation of 2-[4-(1-Methyl-4-pyridin-4-yl-1H-pyrazol-3-yl)-phenoxymethyl]-quinoline but substituting isopropyl hydrazine provided the title compound. 1H NMR (400 MHz, CDCl3) δ 8.33 (bs, 2 H), 8.24 (d, J=8.3 Hz, 1 H), 8.08 (d, J=8.3 Hz, 1H), 7.86 (s, 1H) 7.83 (m, 1 H), 7.72 (m 2H), 7.58 (t, J=7.9 Hz, 1H), 7.20 (d, J=8.7 Hz, 2H), 7.15 (d, J=9.1 Hz, 2H) 7.04 (m, 2H), 5.43 (s, 2H), 4.31 (m, 1H), 1.43 (d, J=6.6 Hz), 6H); MS: (M+H m/z=421.2). Starting materials: C(C)(=O)OCC1=C(C=CC(=C1)NC1=CC=C(C=C1)C#N)Br (2-bromo-5-(4-cyanophenylamino)benzyl acetate), IC (iodomethane), O (Water), [H-].[Na+] (sodium hydride). Solvent: CN(C=O)C (N,N-dimethylformamide), ice water. Reaction conditions: time 24 hour. Product: C(C)(=O)OCC1=C(C=CC(=C1)N(C)C1=CC=C(C=C1)C#N)Br (2-bromo-5-[N-(4-cyanophenyl)-N-methylamino]benzyl acetate). Reaction SMILES: [C:1]([O:4][CH2:5][C:6]1[CH:11]=[C:10]([NH:12][C:13]2[CH:18]=[CH:17][C:16]([C:19]#[N:20])=[CH:15][CH:14]=2)[CH:9]=[CH:8][C:7]=1[Br:21])(=[O:3])[CH3:2].I[CH3:23].[H-].[Na+].O>CN(C)C=O>[C:1]([O:4][CH2:5][C:6]1[CH:11]=[C:10]([N:12]([C:13]2[CH:18]=[CH:17][C:16]([C:19]#[N:20])=[CH:15][CH:14]=2)[CH3:23])[CH:9]=[CH:8][C:7]=1[Br:21])(=[O:3])[CH3:2] |f:2.3|. Procedure details: To a solution of 2-bromo-5-(4-cyanophenylamino)benzyl acetate (1.0 g, 2.9 mmol) in N,N-dimethylformamide (11 mL) under nitrogen atmosphere was added iodomethane (0.543 mL, 8.7 mmol), and the mixture was stirred in ice-water bath for five minutes. Then sodium hydride (0.174 g, 4.35 mmol) was added, and the reaction was stirred at room temperature for 24 hours. Water was added, and the mixture was extracted with ethyl acetate. The organic layer was washed with brine and dried on anhydrous sodium s...